This data is from the Open Reaction Database (ORD), a public repository of structured organic reaction records. The task is: describe an organic reaction: reactants, conditions, products, and yield The reactants are C1CCOC1 (THF), C(C1=CC=CC=C1)Br (benzyl bromide), C([O-])([O-])=O.[Cs+].[Cs+] (cesium carbonate), compound 23.1, O.C1(=CC=C(C=C1)S(=O)(=O)O)C (p-toluenesulfonic acid monohydrate), compound 23.3, resultant mixture. Solvent: CN(C)C=O (DMF), O(C)C(C)(C)OC (2,2-dimethoxyl propane). Run at time 16 hour. Product: C(C1=CC=CC=C1)OCC1=CC=CC=C1 (Benzyl ether). Reaction SMILES: O.[C:2]1([CH3:12])[CH:7]=[CH:6][C:5](S(O)(=O)=O)=[CH:4][CH:3]=1.[CH2:13]1[CH2:17][O:16][CH2:15][CH2:14]1.[CH2:18](Br)[C:19]1C=CC=C[CH:20]=1.C(=O)([O-])[O-].[Cs+].[Cs+]>CN(C=O)C.O(C(OC)(C)C)C>[CH2:12]([O:16][CH2:15][C:14]1[CH:13]=[CH:17][CH:20]=[CH:19][CH:18]=1)[C:2]1[CH:7]=[CH:6][CH:5]=[CH:4][CH:3]=1 |f:0.1,4.5.6|. Procedure: To a solution of compound 23.1 (1.8 g, 5.03 mmol) in DMF (6 mL) and 2,2-dimethoxyl propane (12 mL) was added p-toluenesulfonic acid monohydrate (0.095 g, 0.5 mmol). The resultant mixture was stirred at 65° C. for 3 h. The excess 2,2-dimethoxyl propane was slowly distilled. The reaction mixture was cooled to room temperature and charged with THF (50 mL), benzyl bromide (0.8 mL, 6.73 mmol) and cesium carbonate (2.0 g, 6.13 mmol). The resulted mixture was stirred at 65° C. for 16 h. The reaction wa... Reactants: ClCCl, CC(N)C1CC1, ClCCCl, O=C1OC(=O)c2ncc([N+](=O)[O-])cc21, O=S(Cl)Cl. The product is CC(C1CC1)N1C(=O)c2cc([N+](=O)[O-])cnc2C1=O. As a reaction SMILES: [CH2:29]([Cl:30])[Cl:31].[CH:1]1([CH:4]([CH3:5])[NH2:6])[CH2:2][CH2:3]1.[Cl:25][CH2:26][CH2:27][Cl:28].[N+:7](=[O:8])([O-:9])[c:10]1[cH:11][c:12]2[c:13]([n:14][cH:15]1)[C:16](=[O:17])[O:18][C:19]2=[O:20].[S:21]([Cl:22])([Cl:23])=[O:24]>>[CH:1]1([CH:4]([CH3:5])[N:6]2[C:16](=[O:17])[c:13]3[c:12]([cH:11][c:10]([N+:7](=[O:8])[O-:9])[cH:15][n:14]3)[C:19]2=[O:18])[CH2:2][CH2:3]1. Starting materials: B(OC)(OC)OC (trimethyl borate), BrC1=CC(=CC(=C1)Br)Br (1,3,5-tribromobenzene), C(CCC)[Li] (n-butyllithium), Cl (hydrochloric acid). Solvent: C(C)OCC (diethyl ether), C(C)OCC (diethyl ether), CCCCCC (hexane). Run at time 30 minute. Product: BrC=1C=C(C=C(C1)Br)B(O)O (3,5-Dibromobenzene Boronic Acid). Isolated yield 95.0%. As a reaction SMILES: [Br:1][C:2]1[CH:7]=[C:6](Br)[CH:5]=[C:4]([Br:9])[CH:3]=1.C([Li])CCC.[B:15](OC)([O:18]C)[O:16]C.Cl>C(OCC)C.CCCCCC>[Br:1][C:2]1[CH:7]=[C:6]([B:15]([OH:18])[OH:16])[CH:5]=[C:4]([Br:9])[CH:3]=1. Procedure: To 9.44 g of 1,3,5-tribromobenzene in 200 mL of diethyl ether was added 19.4 mL of 1.55 M n-butyllithium in hexane at -78° under nitrogen. The suspension was stirred for 30 min, then added to 30 mL of trimethyl borate in 300 mL of diethyl ether at the same temperature. The now clear solution was stirred at -78° for 30 min then warmed to room temperature overnight. Fifty mL of 1 N hydrochloric acid were added and allowed to react for 2 h. The aqueous layer was discarded and the ether layer was ex... Reactants: CN(C)c1ccncc1, Cc1ccccc1, CCOC(C)=O, CCN(C(C)C)C(C)C, CC(O)(CO)Cn1cc([N+](=O)[O-])nc1Cl, O=C(Cl)N1CCN(c2ccc(OC(F)(F)F)cc2)CC1. Product: CC(O)(COC(=O)N1CCN(c2ccc(OC(F)(F)F)cc2)CC1)Cn1cc([N+](=O)[O-])nc1Cl. Reaction SMILES: [CH3:45][N:46]([CH3:47])[c:48]1[cH:49][cH:50][n:51][cH:52][cH:53]1.[CH3:54][c:55]1[cH:56][cH:57][cH:58][cH:59][cH:60]1.[CH3:61][CH2:62][O:63][C:64](=[O:65])[CH3:66].[CH:21]([N:22]([CH2:23][CH3:24])[CH:25]([CH3:26])[CH3:27])([CH3:28])[CH3:29].[Cl:30][c:31]1[n:32]([CH2:39][C:40]([CH2:41][OH:42])([CH3:43])[OH:44])[cH:33][c:34]([N+:36](=[O:37])[O-:38])[n:35]1.[F:1][C:2]([O:3][c:4]1[cH:5][cH:6][c:7]([N:10]2[CH2:11][CH2:12][N:13]([C:16](=[O:17])[Cl:18])[CH2:14][CH2:15]2)[cH:8][cH:9]1)([F:19])[F:20]>>[F:1][C:2]([O:3][c:4]1[cH:5][cH:6][c:7]([N:10]2[CH2:11][CH2:12][N:13]([C:16](=[O:17])[O:42][CH2:41][C:40]([CH2:39][n:32]3[c:31]([Cl:30])[n:35][c:34]([N+:36](=[O:37])[O-:38])[cH:33]3)([CH3:43])[OH:44])[CH2:14][CH2:15]2)[cH:8][cH:9]1)([F:19])[F:20]. Starting materials: CCOC(=O)CBr, C1CCOC1, C#CC(C)(C)O, CC(C)(C)[O-], Cl, [K+]. RXN SMILES: [Br:13][CH2:14][C:15](=[O:16])[O:17][CH2:18][CH3:19].[CH2:21]1[O:22][CH2:23][CH2:24][CH2:25]1.[CH3:1][C:2]([CH3:3])([C:4]#[CH:5])[OH:6].[CH3:7][C:8]([CH3:9])([O-:10])[CH3:11].[ClH:20].[K+:12]>>[CH3:1][C:2]([CH3:3])([C:4]#[CH:5])[O:6][CH2:14][C:15](=[O:16])[O:17][CH2:18][CH3:19]. Product: C#CC(C)(C)OCC(=O)OCC. The reactants are [Li+].[OH-] (LiOH), C(Cl)Cl (DCM), COC(CC1=CC(=C(C=C1)C1=NOC(=C1COCCOC1=C(C=C(C=C1)Cl)Cl)C1=CC=CC=C1)Cl)=O ((3-Chloro-4-{4-[2-(2,4-dichloro-phenoxy)-ethoxymethyl]-5-phenyl-isoxazol-3-yl}-phenyl)-acetic acid methyl ester), Cl (HCl). Solvent: O (H2O), C1CCOC1 (THF). Conditions: time 6 hour. Product: ClC=1C=C(C=CC1C1=NOC(=C1COCCOC1=C(C=C(C=C1)Cl)Cl)C1=CC=CC=C1)CC(=O)O ((3-Chloro-4-{4-[2-(2,4-dichloro-phenoxy)-ethoxymethyl]-5-phenyl-isoxazol-3-yl}-phenyl)-acetic acid). As a reaction SMILES: C[O:2][C:3](=[O:36])[CH2:4][C:5]1[CH:10]=[CH:9][C:8]([C:11]2[C:15]([CH2:16][O:17][CH2:18][CH2:19][O:20][C:21]3[CH:26]=[CH:25][C:24]([Cl:27])=[CH:23][C:22]=3[Cl:28])=[C:14]([C:29]3[CH:34]=[CH:33][CH:32]=[CH:31][CH:30]=3)[O:13][N:12]=2)=[C:7]([Cl:35])[CH:6]=1.[Li+].[OH-].Cl.C(Cl)Cl>C1COCC1.O>[Cl:35][C:7]1[CH:6]=[C:5]([CH2:4][C:3]([OH:36])=[O:2])[CH:10]=[CH:9][C:8]=1[C:11]1[C:15]([CH2:16][O:17][CH2:18][CH2:19][O:20][C:21]2[CH:26]=[CH:25][C:24]([Cl:27])=[CH:23][C:22]=2[Cl:28])=[C:14]([C:29]2[CH:30]=[CH:31][CH:32]=[CH:33][CH:34]=2)[O:13][N:12]=1 |f:1.2|. Procedure: (3-Chloro-4-{4-[2-(2,4-dichloro-phenoxy)-ethoxymethyl]-5-phenyl-isoxazol-3-yl}-phenyl)-acetic acid methyl ester 41 (0.75 mmol) is dissolved in THF (5 mL). A solution of 1 M LiOH in H2O (3.5 mL) is added and the mixture is stirred for 6 hours at room temperature. The mixture is acidified with 1 M HCl (3 mL), DCM (50 mL) is added and the organic layer washed with H2O (2×30 mL). The organic layer is dried (MgSO4), filtered, concentrated and purified on reverse phase HPLC (H2O/MeCN gradient) to affo...